This data is from the Open Reaction Database (ORD), a public repository of structured organic reaction records. The task is: describe an organic reaction: reactants, conditions, products, and yield The reactants are C(=O)(O)C1=CC=C(C=C1)NS(=O)(=O)C1=CC=C(C=C1)C (N-(4-carboxyphenyl)-4-toluenesulfonamide), C(C1=CC=CC=C1)Cl (benzyl chloride), C(C)(C)N(CC)C(C)C (di-i-propylethylamine). Solvent: CN(C=O)C (dimethylformamide). The product is C(C1=CC=CC=C1)OC(=O)C1=CC=C(C=C1)NS(=O)(=O)C1=CC=C(C=C1)C (N-(4-Benzyloxycarbonylphenyl)-4-toluenesulfonamide). RXN SMILES: [C:1]([C:4]1[CH:9]=[CH:8][C:7]([NH:10][S:11]([C:14]2[CH:19]=[CH:18][C:17]([CH3:20])=[CH:16][CH:15]=2)(=[O:13])=[O:12])=[CH:6][CH:5]=1)([OH:3])=[O:2].[CH2:21](Cl)[C:22]1[CH:27]=[CH:26][CH:25]=[CH:24][CH:23]=1.C(N(C(C)C)CC)(C)C>CN(C)C=O>[CH2:21]([O:2][C:1]([C:4]1[CH:5]=[CH:6][C:7]([NH:10][S:11]([C:14]2[CH:19]=[CH:18][C:17]([CH3:20])=[CH:16][CH:15]=2)(=[O:13])=[O:12])=[CH:8][CH:9]=1)=[O:3])[C:22]1[CH:27]=[CH:26][CH:25]=[CH:24][CH:23]=1. Procedure details: A solution of 11.64 g (40 mmol) of N-(4-carboxyphenyl)-4-toluenesulfonamide, 5.06 g (40 mmol) of benzyl chloride and 5.20 g (44 mmol) of di-i-propylethylamine in 100 ml of dimethylformamide is heated at 140° C. f or 4 hours. After the reaction is complete, the mixture is evaporated in vacuo, the residue is taken up in propyl acetate, and the solution is washed 2× with 2N hydrochloric acid and ##STR22## 2× with saturated NaHCO3 solution, dried over sodium sulfate and evaporated. 11.8 g (78% of th... Reactants: FC=1C=C(C#N)C=CC1[C@H]1CC(C=2N1C=NC2)=O ((R)-3-fluoro-4-(7-oxo-6,7-dihydro-5H-pyrrolo[1,2-c]imidazol-5-yl)benzonitrile), [Cl-].C(C)(C)(C)OC(C[Zn+])=O ((2-tert-butoxy-2-oxoethyl)zinc(II) chloride). The reagents and catalysts are [Cl-].[Zn+2].[Cl-] (zinc(II) chloride). The solvent is C1CCOC1 (THF), C1CCOC1 (THF), C1CCOC1 (THF). Conditions: time 2 hour. Yields the product C(#N)C1=CC(=C(C=C1)[C@H]1C[C@](C=2N1C=NC2)(O)CC(=O)OC(C)(C)C)F (tert-butyl 2-((5R,7S)-5-(4-cyano-2-fluorophenyl)-7-hydroxy-6,7-dihydro-5H-pyrrolo[1,2-c]imidazol-7-yl)acetate). RXN SMILES: [F:1][C:2]1[CH:3]=[C:4]([CH:7]=[CH:8][C:9]=1[C@@H:10]1[N:14]2[CH:15]=[N:16][CH:17]=[C:13]2[C:12](=[O:18])[CH2:11]1)[C:5]#[N:6].[Cl-].[C:20]([O:24][C:25](=[O:28])[CH2:26][Zn+])([CH3:23])([CH3:22])[CH3:21]>C1COCC1.[Cl-].[Zn+2].[Cl-]>[C:5]([C:4]1[CH:7]=[CH:8][C:9]([C@@H:10]2[N:14]3[CH:15]=[N:16][CH:17]=[C:13]3[C@:12]([CH2:26][C:25]([O:24][C:20]([CH3:23])([CH3:22])[CH3:21])=[O:28])([OH:18])[CH2:11]2)=[C:2]([F:1])[CH:3]=1)#[N:6] |f:1.2,4.5.6|. Reported procedure: To a solution of (R)-3-fluoro-4-(7-oxo-6,7-dihydro-5H-pyrrolo[1,2-c]imidazol-5-yl)benzonitrile (2.0 g, 8.29 mmol) in THF (40.8 mL) was added a solution of 0.5M (2-tert-butoxy-2-oxoethyl)zinc(II) chloride in THF (39.8 mL, 19.90 mmol). The crude was stirred at room temperature for 2 hrs. To the crude was added and additional 0.5M 2-tert-butoxy-2-oxoethyl)zinc(II) chloride solution in THF (16.6 mL, 8.29 mmol). The crude was stirred at room temperature for 0.5 hr. The crude was quenched with saturat... The reactants are ClC1=C(C=O)C=CC=C1Cl (2,3-dichlorobenzaldehyde), 3-nitrooxy-2,2-bis(nitrooxymethyl)propyl ester, C(CC(=O)C)(=O)O (acetoacetic acid), N\C(=C/C(=O)OC(C)C)\C (isopropyl 3-aminocrotonate). The solvent is C(C)(C)(C)O (tert-butyl alcohol). Conditions: temperature 25 celsius. Yields the product 3-nitrooxy-2,2-bis(nitrooxymethyl)propyl ester, ClC1=C(C=CC=C1Cl)C1C(=C(NC(=C1C(=O)OC(C)C)C)C)C(=O)O (4-(2,3-dichlorophenyl)-5-isopropoxycarbonyl-2,6-dimethyl-1,4-dihydropyridine-3-carboxylic acid). Isolated yield 88.9%. Reaction SMILES: [Cl:1][C:2]1[C:9]([Cl:10])=[CH:8][CH:7]=[CH:6][C:3]=1[CH:4]=O.[C:11]([OH:17])(=[O:16])[CH2:12][C:13]([CH3:15])=O.[NH2:18]/[C:19](/[CH3:27])=[CH:20]\[C:21]([O:23][CH:24]([CH3:26])[CH3:25])=[O:22]>C(O)(C)(C)C>[Cl:1][C:2]1[C:9]([Cl:10])=[CH:8][CH:7]=[CH:6][C:3]=1[CH:4]1[C:20]([C:21]([O:23][CH:24]([CH3:26])[CH3:25])=[O:22])=[C:19]([CH3:27])[NH:18][C:13]([CH3:15])=[C:12]1[C:11]([OH:17])=[O:16]. Procedure details: A solution of 2,3-dichlorobenzaldehyde (0.70 g), 3-nitrooxy-2,2-bis(nitrooxymethyl)propyl ester of acetoacetic acid (1.42 g) and isopropyl 3-aminocrotonate (0.57 g) in tert-butyl alcohol (3 ml) was refluxed for 5.5 hours. The resulting mixture was cooled to 25° C., and then concentrated under reduced pressure. The residue obtained was subjected to column chromatography on silica gel (60 g) and eluted with chloroform. The fractions containing the desired compound were collected and evaporated und...